From a dataset of the Open Reaction Database (ORD), a public repository of structured organic reaction records. describe an organic reaction: reactants, conditions, products, and yield The reactants are Compound [ 18 ], N(=[N+]=[N-])CCCCCCO (6-azidohexanol), C(C)#N (acetonitrile), FC(S(=O)(=O)O[Si](C)(C)C)(F)F (trimethylsilyl trifluoromethanesulfonate). The product is C(C)(=O)OCC.CCCC(C)C (ethyl acetate isohexane). The yield is 65.0%. As a reaction SMILES: N(C[CH2:5][CH2:6][CH2:7][CH2:8][CH2:9][OH:10])=[N+]=[N-].F[C:12](F)(F)S(O[Si](C)(C)C)(=O)=[O:14].[C:23](#N)[CH3:24]>>[C:23]([O:10][CH2:9][CH3:8])(=[O:14])[CH3:24].[CH3:9][CH2:8][CH2:7][CH:6]([CH3:5])[CH3:12] |f:3.4|. Procedure details: Compound [18] (0.25-6.2 g, 0.2-4.91 mmol) and 6-azidohexanol (0.11-2.47 g, 0.4-9.82 mmol) are dissolved in dry acetonitrile and, at 0° C., 3 Å molecular sieves (0.1-2.5 g) and trimethylsilyl trifluoromethanesulfonate (0.01-0.78 g, 0.02-7 mmol) are added. After the reaction is complete, the mixture is filtered and washed with saturated sodium bicarbonate solution. Concentration results in the crude product which is purified by chromatography on silica gel with an ethyl acetate/isohexane gradient ...